From a dataset of the Open Reaction Database (ORD), a public repository of structured organic reaction records. describe an organic reaction: reactants, conditions, products, and yield The reactants are C(C)OC(C(CC1=CC(=C(C=C1)O)F)OCC)=O ([rac]-2-ethoxy-3-(3-fluoro-4-hydroxy-phenyl)-propionic acid ethyl ester), C([O-])([O-])=O.[Cs+].[Cs+] (cesium carbonate), ClCC=1N=C(SC1)C1=CC=C(C=C1)C(F)(F)F (4-chloromethyl-2-(4-trifluoromethyl-phenyl)-thiazole), FC(C1=CC=C(C(=S)N)C=C1)(F)F (4-trifluoromethyl-thiobenzamide), ClCC(=O)CCl (1,3-dichloroacetone). Run in C(C)#N (acetonitrile). Product: C(C)OC(C(CC1=CC(=C(C=C1)OCC=1N=C(SC1)C1=CC=C(C=C1)C(F)(F)F)F)OCC)=O ([rac]-2-ethoxy-3-{3-fluoro-4-[2-(4-trifluoromethyl-phenyl)-thiazol-4-ylmethoxy]-phenyl}-propionic acid ethyl ester). As a reaction SMILES: [CH2:1]([O:3][C:4](=[O:18])[CH:5]([O:15][CH2:16][CH3:17])[CH2:6][C:7]1[CH:12]=[CH:11][C:10]([OH:13])=[C:9]([F:14])[CH:8]=1)[CH3:2].Cl[CH2:20][C:21]1[N:22]=[C:23]([C:26]2[CH:31]=[CH:30][C:29]([C:32]([F:35])([F:34])[F:33])=[CH:28][CH:27]=2)[S:24][CH:25]=1.FC(F)(F)C1C=CC(C(N)=S)=CC=1.ClCC(CCl)=O.C(=O)([O-])[O-].[Cs+].[Cs+]>C(#N)C>[CH2:1]([O:3][C:4](=[O:18])[CH:5]([O:15][CH2:16][CH3:17])[CH2:6][C:7]1[CH:12]=[CH:11][C:10]([O:13][CH2:20][C:21]2[N:22]=[C:23]([C:26]3[CH:27]=[CH:28][C:29]([C:32]([F:35])([F:33])[F:34])=[CH:30][CH:31]=3)[S:24][CH:25]=2)=[C:9]([F:14])[CH:8]=1)[CH3:2] |f:4.5.6|. Reported procedure: In analogy to the procedure described in example 4 d], [rac]-2-ethoxy-3-(3-fluoro-4-hydroxy-phenyl)-propionic acid ethyl ester (example 7 a]) was reacted with 4-chloromethyl-2-(4-trifluoromethyl-phenyl)-thiazole (prepared from 4-trifluoromethyl-thiobenzamide and 1,3-dichloroacetone in analogy to the procedure described in example 4 a]) in acetonitrile in the presence of cesium carbonate to yield [rac]-2-ethoxy-3-{3-fluoro-4-[2-(4-trifluoromethyl-phenyl)-thiazol-4-ylmethoxy]-phenyl}-propionic aci... Reactants: Cc1ccc2c(c1)c(N1CCNCC1)c(C#N)c(=O)n2Cc1ccc(F)cc1, O, c1ccncc1, O=C(Cl)c1ccco1. The product is Cc1ccc2c(c1)c(N1CCN(C(=O)c3ccco3)CC1)c(C#N)c(=O)n2Cc1ccc(F)cc1. RXN SMILES: [F:9][c:10]1[cH:11][cH:12][c:13]([CH2:14][n:15]2[c:16](=[O:34])[c:17]([C:32]#[N:33])[c:18]([N:26]3[CH2:27][CH2:28][NH:29][CH2:30][CH2:31]3)[c:19]3[cH:20][c:21]([CH3:25])[cH:22][cH:23][c:24]23)[cH:35][cH:36]1.[OH2:37].[cH:38]1[cH:39][cH:40][n:41][cH:42][cH:43]1.[o:1]1[c:2]([C:6](=[O:7])[Cl:8])[cH:3][cH:4][cH:5]1>>[o:1]1[c:2]([C:6](=[O:7])[N:29]2[CH2:28][CH2:27][N:26]([c:18]3[c:17]([C:32]#[N:33])[c:16](=[O:34])[n:15]([CH2:14][c:13]4[cH:12][cH:11][c:10]([F:9])[cH:36][cH:35]4)[c:24]4[c:19]3[cH:20][c:21]([CH3:25])[cH:22][cH:23]4)[CH2:31][CH2:30]2)[cH:3][cH:4][cH:5]1. Reactants: CN(C)C1CCN(Cc2ccc(C(=O)Nc3cc(-c4cccs4)ccc3NC(=O)OC(C)(C)C)cc2)C1, ClCCl, O=C(O)C(F)(F)F. The product is CN(C)C1CCN(Cc2ccc(C(=O)Nc3cc(-c4cccs4)ccc3N)cc2)C1. As a reaction SMILES: [CH3:1][N:2]([CH:3]1[CH2:4][N:5]([CH2:8][c:9]2[cH:10][cH:11][c:12]([C:13](=[O:14])[NH:15][c:16]3[c:17]([NH:27][C:28](=[O:29])[O:30][C:31]([CH3:32])([CH3:33])[CH3:34])[cH:18][cH:19][c:20](-[c:22]4[s:23][cH:24][cH:25][cH:26]4)[cH:21]3)[cH:35][cH:36]2)[CH2:6][CH2:7]1)[CH3:37].[Cl:45][CH2:46][Cl:47].[OH:38][C:39]([C:40]([F:41])([F:42])[F:43])=[O:44]>>[CH3:1][N:2]([CH:3]1[CH2:4][N:5]([CH2:8][c:9]2[cH:10][cH:11][c:12]([C:13](=[O:14])[NH:15][c:16]3[c:17]([NH2:27])[cH:18][cH:19][c:20](-[c:22]4[s:23][cH:24][cH:25][cH:26]4)[cH:21]3)[cH:35][cH:36]2)[CH2:6][CH2:7]1)[CH3:37]. Reactants: OCCONC(=O)C=1C(=C(C=2N(C1)C=CN2)Cl)NC2=C(C=C(C=C2)Br)Cl (7-(4-bromo-2-chlorophenylamino)-8-chloroimidazo[1,2-a]pyridine-6-carboxylic acid (2-hydroxyethoxy)-amide), C(C)(C)(C)OO (tert-butyl hydrogen peroxide), N1N=NN=C1 (tetrazole), C(C)(C)N(P(OC(C)(C)C)OC(C)(C)C)C(C)C (di-tert-butyl diisopropylphosphoramidite). Run in CN(C)C=O (DMF). Reaction conditions: temperature -78 celsius, time 3 hour. Yields the product BrC1=CC(=C(C=C1)NC1=C(C=2N(C=C1C(=O)NOCCOP(O)(O)=O)C=CN2)Cl)Cl (phosphoric acid mono-(2-{[7-(4-bromo-2-chlorophenylamino)-8-chloro-imidazo[1,2-a]pyridine-6-carbonyl]-aminooxy}-ethyl) ester). RXN SMILES: [OH:1][CH2:2][CH2:3][O:4][NH:5][C:6]([C:8]1[C:9]([NH:18][C:19]2[CH:24]=[CH:23][C:22]([Br:25])=[CH:21][C:20]=2[Cl:26])=[C:10]([Cl:17])[C:11]2[N:12]([CH:14]=[CH:15][N:16]=2)[CH:13]=1)=[O:7].N1C=NN=N1.C(N(C(C)C)[P:36]([O:42]C(C)(C)C)[O:37]C(C)(C)C)(C)C.C([O:54]O)(C)(C)C>CN(C=O)C>[Br:25][C:22]1[CH:23]=[CH:24][C:19]([NH:18][C:9]2[C:8]([C:6]([NH:5][O:4][CH2:3][CH2:2][O:1][P:36](=[O:42])([OH:54])[OH:37])=[O:7])=[CH:13][N:12]3[CH:14]=[CH:15][N:16]=[C:11]3[C:10]=2[Cl:17])=[C:20]([Cl:26])[CH:21]=1. Procedure: 7-(4-bromo-2-chlorophenylamino)-8-chloroimidazo[1,2-a]pyridine-6-carboxylic acid (2-hydroxyethoxy)-amide (33a) (100 mg, 0.234 mmol), tetrazole (23 mg, 0.327 mmol) and di-tert-butyl diisopropylphosphoramidite (0.096 mL, 0.304 mmol) were dissolved/suspended in 30 mL of anhydrous DMF under an atmosphere of dry N2. The reaction mixture was stirred for about 3 hours, after which time the reaction was cooled to −78° C. and tert-butyl hydrogen peroxide (0.100 mL of 70% solution in water) was added. The... The reactants are CC(=O)OC(=O)C(F)(F)C(O)(C(C)=O)C(O)C(O)C(C)=O, CC(C)(C)[O-], CC(=O)O, [K+], C1CCOC1. Yields the product CC(=O)OC(=O)C(F)(F)C(O)C(O)C(O)C(C)=O. RXN SMILES: [C:1]([CH3:2])(=[O:3])[O:4][C:5](=[O:6])[C:7]([C:8]([OH:9])([CH:10]([OH:11])[CH:12]([OH:13])[C:14]([CH3:15])=[O:16])[C:17](=[O:18])[CH3:19])([F:20])[F:21].[CH3:22][C:23]([CH3:24])([O-:25])[CH3:26].[CH3:28][C:29](=[O:30])[OH:31].[K+:27].[O:32]1[CH2:33][CH2:34][CH2:35][CH2:36]1>>[C:1]([CH3:2])(=[O:3])[O:4][C:5](=[O:6])[C:7]([CH:8]([OH:9])[CH:10]([OH:11])[CH:12]([OH:13])[C:14]([CH3:15])=[O:16])([F:20])[F:21]. Reaction SMILES: O[C:2]([O:18][C:19]1[CH:20]=[C:21]2[C:25](=[CH:26][CH:27]=1)[CH2:24][CH2:23][CH2:22]2)([CH:9]1[O:14][CH2:13][CH2:12][N:11]([CH:15]([CH3:17])[CH3:16])[CH2:10]1)C1C=CC=CC=1.[C:28]1(C)[CH:33]=[CH:32][C:31](S(O)(=O)=O)=[CH:30][CH:29]=1>C1(C)C(C)=CC=CC=1>[CH:15]([N:11]1[CH2:12][CH2:13][O:14][CH:9]([CH2:2][O:18][C:19]2[CH:20]=[C:21]3[C:25]([C:24]([C:28]4[CH:33]=[CH:32][CH:31]=[CH:30][CH:29]=4)=[CH:23][CH2:22]3)=[CH:26][CH:27]=2)[CH2:10]1)([CH3:17])[CH3:16]. The reactants are OC(C1=CC=CC=C1)(C1CN(CCO1)C(C)C)OC=1C=C2CCCC2=CC1 (2-(1-hydroxy-1-phenyl-5-indanyloxymethyl)-4-isopropylmorpholine), solution, C1(=CC=C(C=C1)S(=O)(=O)O)C (p-toluenesulfonic acid). The solvent is C=1(C(=CC=CC1)C)C (xylene). Procedure: In 50 ml. of xylene was dissolved 1.5 g. of 2-(1-hydroxy-1-phenyl-5-indanyloxymethyl)-4-isopropylmorpholine and after adding to the solution 5 mg. of p-toluenesulfonic acid, the mixture was refluxed for 8 hours. Thereafter, xylene was distilled off under reduced pressure and the residue was adsorbed on a silica gel column prepared from 100 ml. of silica gel in chloroform and eluted using ethyl acetate as the eluent. After removing the first 10 ml. of the ethyl acetate eluate emerging from the co... The yield is 70.2%. Yields the product C(C)(C)N1CC(OCC1)COC1=CC=C2C(=CCC2=C1)C1=CC=CC=C1 (4isopropyl-2-(3-phenyl-6-indenyloxymethyl)morpholine). Procedure details: To a mixture of 2-bromoaniline (0.976 g, 5.81 mmol, Sigma-Aldrich) and K2CO3 (1.16 g, 8.71 mmol) in water (5.5 mL) and acetone (4.5 mL) was added cinnamoyl chloride (1 g, 5.81 mmol, Sigma-Aldrich) and the reaction was stirred for 2 h at 0° C. The mixture was treated with ice cold water (25 mL) to obtain a brownish precipitate. The precipitate was filtered and dried under vacuum. The crude material was further treated with petroleum ether to give N-(2-bromophenyl)cinnamamide (1.1 g, 64%) as off-w... Solvent: O (water), CC(=O)C (acetone). The product is BrC1=C(C=CC=C1)NC(C=CC1=CC=CC=C1)=O (N-(2-bromophenyl)cinnamamide). RXN SMILES: [Br:1][C:2]1[CH:8]=[CH:7][CH:6]=[CH:5][C:3]=1[NH2:4].C([O-])([O-])=O.[K+].[K+].[C:15](Cl)(=[O:24])[CH:16]=[CH:17][C:18]1[CH:23]=[CH:22][CH:21]=[CH:20][CH:19]=1>O.CC(C)=O>[Br:1][C:2]1[CH:8]=[CH:7][CH:6]=[CH:5][C:3]=1[NH:4][C:15](=[O:24])[CH:16]=[CH:17][C:18]1[CH:23]=[CH:22][CH:21]=[CH:20][CH:19]=1 |f:1.2.3|. Starting materials: BrC1=C(N)C=CC=C1 (2-bromoaniline), C(=O)([O-])[O-].[K+].[K+] (K2CO3), ice, C(C=CC1=CC=CC=C1)(=O)Cl (cinnamoyl chloride). Conditions: temperature 0 celsius, time 2 hour. Yield: 62.7%. Procedure details: Using ethyl[(2-mercapto-8H-indeno[1,2-d]thiazol-7-yl)oxy]acetate and benzyl bromide, the procedure of Example 1 was otherwise repeated to synthesize the title compound. Yield 21%. Reaction SMILES: C([O:3][C:4](=[O:20])[CH2:5][O:6][C:7]1[C:8]2[CH2:9][C:10]3[S:14][C:13]([SH:15])=[N:12][C:11]=3[C:16]=2[CH:17]=[CH:18][CH:19]=1)C.[CH2:21](Br)[C:22]1[CH:27]=[CH:26][CH:25]=[CH:24][CH:23]=1>>[CH2:21]([S:15][C:13]1[S:14][C:10]2[CH2:9][C:8]3[C:7]([O:6][CH2:5][C:4]([OH:3])=[O:20])=[CH:19][CH:18]=[CH:17][C:16]=3[C:11]=2[N:12]=1)[C:22]1[CH:27]=[CH:26][CH:25]=[CH:24][CH:23]=1. Reactants: C(C)OC(COC=1C=2CC3=C(N=C(S3)S)C2C=CC1)=O (ethyl[(2-mercapto-8H-indeno[1,2-d]thiazol-7-yl)oxy]acetate), C(C1=CC=CC=C1)Br (benzyl bromide). Yields the product C(C1=CC=CC=C1)SC=1SC2=C(N1)C=1C=CC=C(C1C2)OCC(=O)O ([(2-Benzylthio-8H-indeno[1,2-d]thiazol-7-yl)oxy]acetic Acid). Isolated yield 21.0%.